From a dataset of the Open Reaction Database (ORD), a public repository of structured organic reaction records. describe an organic reaction: reactants, conditions, products, and yield Starting materials: CCOC(=O)c1nc(CCl)n(-c2ccc(Cl)cc2C(=O)c2ccccc2)n1, CO, CC(=O)O, [Na+], [OH-]. Yields the product O=C(O)c1nc(CCl)n(-c2ccc(Cl)cc2C(=O)c2ccccc2)n1. Reaction SMILES: [C:1]([c:2]1[cH:3][cH:4][cH:5][cH:6][cH:7]1)(=[O:8])[c:9]1[c:10](-[n:16]2[n:17][c:18]([C:23](=[O:24])[O:25][CH2:26][CH3:27])[n:19][c:20]2[CH2:21][Cl:22])[cH:11][cH:12][c:13]([Cl:15])[cH:14]1.[CH3:28][OH:29].[CH3:32][C:33](=[O:34])[OH:35].[Na+:31].[OH-:30]>>[C:1]([c:2]1[cH:3][cH:4][cH:5][cH:6][cH:7]1)(=[O:8])[c:9]1[c:10](-[n:16]2[n:17][c:18]([C:23](=[O:24])[OH:25])[n:19][c:20]2[CH2:21][Cl:22])[cH:11][cH:12][c:13]([Cl:15])[cH:14]1. The reactants are CC1(C=2C=CC(=CC2C(=CC1)C1=CC(=CC=C1)C)C#CC1=CC=C(C(=O)OCC)C=C1)C (ethyl 4-[(5,6-dihydro-5,5-dimethyl-8-(3-methylphenyl)-2-naphthalenyl)ethynyl]benzoate), CC1(C=2C=CC(=CC2C(=CC1)C1=CC(=CC=C1)C)C#CC1=CC=C(C(=O)OCC)C=C1)C (ethyl 4-[(5,6-dihydro-5,5-dimethyl-8-(3-methylphenyl)-2-naphthalenyl)ethynyl]benzoate), [OH-].[Na+] (NaOH). The solvent is CCO (EtOH), C1CCOC1 (THF). Run at temperature 50 celsius. The product is CC1(C=2C=CC(=CC2C(=CC1)C1=CC(=CC=C1)C)C#CC1=CC=C(C(=O)O)C=C1)C (4-[(5,6-Dihydro-5,5-dimethyl-8-(3-methylphenyl)-2-naphthalenyl)ethynyl]benzoic acid). RXN SMILES: [CH3:1][C:2]1([CH3:32])[CH2:11][CH:10]=[C:9]([C:12]2[CH:17]=[CH:16][CH:15]=[C:14]([CH3:18])[CH:13]=2)[C:8]2[CH:7]=[C:6]([C:19]#[C:20][C:21]3[CH:31]=[CH:30][C:24]([C:25]([O:27]CC)=[O:26])=[CH:23][CH:22]=3)[CH:5]=[CH:4][C:3]1=2.[OH-].[Na+]>CCO.C1COCC1>[CH3:1][C:2]1([CH3:32])[CH2:11][CH:10]=[C:9]([C:12]2[CH:17]=[CH:16][CH:15]=[C:14]([CH3:18])[CH:13]=2)[C:8]2[CH:7]=[C:6]([C:19]#[C:20][C:21]3[CH:22]=[CH:23][C:24]([C:25]([OH:27])=[O:26])=[CH:30][CH:31]=3)[CH:5]=[CH:4][C:3]1=2 |f:1.2|. Procedure: To a solution of ethyl 4-[(5,6-dihydro-5,5-dimethyl-8-(3-methylphenyl)-2-naphthalenyl)ethynyl]benzoate (Compound 2) 30.0 mg (0.071 mmol) in 3 ml of EtOH and 2 ml of THF was added 28.0 mg (0.70 mmol, 0.7 ml) of NaOH (1.0M aqueous solution). The solution was heated to 50° C. for 2 hours, cooled to room temperature, and acidified with 10% HCI. Extraction with EtOAc, followed by drying over Na2SO4, and removal of the solvents under reduced pressure afforded the title compound as a colorless solid. 1... Starting materials: C(C)OC(=O)C1=C(NC2=CC=CC=C12)C (2-methyl-1H-indole-3-carboxylic acid ethyl ester), CI (MeI), [H-].[Na+] (NaH). Solvent: CN(C)C=O (DMF). Reaction conditions: temperature 0 celsius, time 20 minute. Product: C(C)OC(=O)C1=C(N(C2=CC=CC=C12)C)C (1,2-Dimethyl-1H-indole-3-carboxylic acid ethyl ester). As a reaction SMILES: [CH2:1]([O:3][C:4]([C:6]1[C:14]2[C:9](=[CH:10][CH:11]=[CH:12][CH:13]=2)[NH:8][C:7]=1[CH3:15])=[O:5])[CH3:2].[CH3:16]I.[H-].[Na+]>CN(C=O)C>[CH2:1]([O:3][C:4]([C:6]1[C:14]2[C:9](=[CH:10][CH:11]=[CH:12][CH:13]=2)[N:8]([CH3:16])[C:7]=1[CH3:15])=[O:5])[CH3:2] |f:2.3|. Reported procedure: To an ice-water bath cooled solution of 2-methyl-1H-indole-3-carboxylic acid ethyl ester (5.197 g, prepared according to Suzuki et al. (1984) Synthesis (Stuttgart) 7:616-617), MeI (2.07 mL) in DMF (25 mL) was added NaH (1.33 g, 60% purity in mineral oil) under nitrogen gas stream. The reaction was stirred for 10 min at 0° C. and 20 min at room temperature and then quenched with diluted HCl solution, diluted with ice/water to a volume of ˜200 mL; the mixture was cooled with ice/water bath and the... The reactants are N#Cc1c2ccccc2c(-c2cc(Br)c(O)c(Br)c2)c2c1sc1ccccc12, Br, O=C(O)C(O)Cc1ccccc1. The product is N#Cc1c2ccccc2c(-c2cc(Br)c(OC(Cc3ccccc3)C(=O)O)c(Br)c2)c2c1sc1ccccc12. Reaction SMILES: [Br:1][c:2]1[cH:3][c:4](-[c:10]2[c:11]3[cH:12][cH:13][cH:14][cH:15][c:16]3[c:17]([C:27]#[N:28])[c:18]3[c:19]2[c:20]2[c:21]([s:22]3)[cH:23][cH:24][cH:25][cH:26]2)[cH:5][c:6]([Br:9])[c:7]1[OH:8].[Br:41].[OH:29][CH:30]([C:31](=[O:32])[OH:33])[CH2:34][c:35]1[cH:36][cH:37][cH:38][cH:39][cH:40]1>>[Br:1][c:2]1[cH:3][c:4](-[c:10]2[c:11]3[cH:12][cH:13][cH:14][cH:15][c:16]3[c:17]([C:27]#[N:28])[c:18]3[c:19]2[c:20]2[c:21]([s:22]3)[cH:23][cH:24][cH:25][cH:26]2)[cH:5][c:6]([Br:9])[c:7]1[O:8][CH:30]([C:31](=[O:32])[OH:33])[CH2:34][c:35]1[cH:36][cH:37][cH:38][cH:39][cH:40]1. Starting materials: Cc1cc(Br)cc(C)c1C(=O)N1CCC(N2CCCC2)CC1, Cc1cc(-c2cccc(C(F)(F)F)c2)nc(C)c1C(=O)N1CCC(N2CCCC2)CC1, [Cl-], O=C(OCC1CCCN1C1CCNCC1)c1ccccc1. The product is Cc1cc(-c2cccc(C(F)(F)F)c2)nc(C)c1C(=O)N1CCC(N2CCCC2COC(=O)c2ccccc2)CC1. Reaction SMILES: [Br:1][c:2]1[cH:3][c:4]([CH3:5])[c:6]([C:7]([N:8]2[CH2:9][CH2:10][CH:11]([N:12]3[CH2:13][CH2:14][CH2:15][CH2:16]3)[CH2:17][CH2:18]2)=[O:19])[c:20]([CH3:21])[cH:22]1.[CH3:23][c:24]1[n:25][c:26](-[c:44]2[cH:45][c:46]([C:50]([F:51])([F:52])[F:53])[cH:47][cH:48][cH:49]2)[cH:27][c:28]([CH3:43])[c:29]1[C:30](=[O:31])[N:32]1[CH2:33][CH2:34][CH:35]([N:38]2[CH2:39][CH2:40][CH2:41][CH2:42]2)[CH2:36][CH2:37]1.[Cl-:54].[NH:55]1[CH2:56][CH2:57][CH:58]([N:59]2[CH2:60][CH2:61][CH2:62][CH:63]2[CH2:66][O:67][C:68]([c:69]2[cH:70][cH:71][cH:72][cH:73][cH:74]2)=[O:75])[CH2:64][CH2:65]1>>[CH3:23][c:24]1[n:25][c:26](-[c:44]2[cH:45][c:46]([C:50]([F:51])([F:52])[F:53])[cH:47][cH:48][cH:49]2)[cH:27][c:28]([CH3:43])[c:29]1[C:30](=[O:31])[N:32]1[CH2:33][CH2:34][CH:35]([N:38]2[CH2:39][CH2:40][CH2:41][CH:42]2[CH2:66][O:67][C:68]([c:69]2[cH:70][cH:71][cH:72][cH:73][cH:74]2)=[O:75])[CH2:36][CH2:37]1. Reactants: CCOC(=O)c1c[nH]c2c(Br)ccc(OC)c2c1=O, CC(=O)[O-], CC(=O)O, [Na+]. Product: CCOC(=O)c1c[nH]c2cccc(OC)c2c1=O. As a reaction SMILES: [CH2:1]([CH3:2])[O:3][C:4](=[O:5])[c:6]1[cH:7][nH:8][c:9]2[c:10]([Br:19])[cH:11][cH:12][c:13]([O:17][CH3:18])[c:14]2[c:15]1=[O:16].[CH3:21][C:22](=[O:23])[O-:24].[CH3:25][C:26](=[O:27])[OH:28].[Na+:20]>>[CH2:1]([CH3:2])[O:3][C:4](=[O:5])[c:6]1[cH:7][nH:8][c:9]2[cH:10][cH:11][cH:12][c:13]([O:17][CH3:18])[c:14]2[c:15]1=[O:16]. Reactants: C(C)OC([C@H](CC1=CC=C(C=C1)OCCCBr)OC)=O ((2S)-3-[4-(3-Bromo-propoxy)-phenyl]-2-methoxy-propionic acid ethyl ester), C(CCCCCC)OC1=CC=C(C=C1)O (4-Heptyloxy-phenol), [OH-].[Na+] (NaOH). The product is C(CCCCCC)OC1=CC=C(OCCCOC2=CC=C(C=C2)C[C@@H](C(=O)O)OC)C=C1 ((2S)-3-{4-[3-(4-Heptyloxy-phenoxy)-propoxy]-phenyl}-2-methoxy-propionic acid). Reaction SMILES: C([O:3][C:4](=[O:20])[C@@H:5]([O:18][CH3:19])[CH2:6][C:7]1[CH:12]=[CH:11][C:10]([O:13][CH2:14][CH2:15][CH2:16]Br)=[CH:9][CH:8]=1)C.[CH2:21]([O:28][C:29]1[CH:34]=[CH:33][C:32]([OH:35])=[CH:31][CH:30]=1)[CH2:22][CH2:23][CH2:24][CH2:25][CH2:26][CH3:27].[OH-].[Na+]>>[CH2:21]([O:28][C:29]1[CH:34]=[CH:33][C:32]([O:35][CH2:16][CH2:15][CH2:14][O:13][C:10]2[CH:9]=[CH:8][C:7]([CH2:6][C@H:5]([O:18][CH3:19])[C:4]([OH:3])=[O:20])=[CH:12][CH:11]=2)=[CH:31][CH:30]=1)[CH2:22][CH2:23][CH2:24][CH2:25][CH2:26][CH3:27] |f:2.3|. Procedure details: (2S)-3-[4-(3-Bromo-propoxy)-phenyl]-2-methoxy-propionic acid ethyl ester from Example 173, Step A was treated with 4-Heptyloxy-phenol under the Standard Procedure J. The compound thus obtained was allowed to react under Standard hydrolysis procedure C (NaOH) to give the title compound. MS(ES) for C36H36O6 [M+Na]+: 467, [M+H]+: 445. The reactants are FC(C1=C2C=CNC2=CC=C1C#N)(F)F (4-(trifluoromethyl)-1H-indole-5-carbonitrile), Cl.ClCC=1N=CSC1 (4-(chloromethyl)-1,3-thiazole hydrochloride). Product: S1C=NC(=C1)CN1C=CC2=C(C(=CC=C12)C#N)C(F)(F)F (1-(1,3-Thiazol-4-ylmethyl)-4-(trifluoromethyl)-1H-indole-5-carbonitrile). Reaction SMILES: [F:1][C:2]([F:15])([F:14])[C:3]1[C:11]([C:12]#[N:13])=[CH:10][CH:9]=[C:8]2[C:4]=1[CH:5]=[CH:6][NH:7]2.Cl.Cl[CH2:18][C:19]1[N:20]=[CH:21][S:22][CH:23]=1>>[S:22]1[CH:23]=[C:19]([CH2:18][N:7]2[C:8]3[C:4](=[C:3]([C:2]([F:14])([F:1])[F:15])[C:11]([C:12]#[N:13])=[CH:10][CH:9]=3)[CH:5]=[CH:6]2)[N:20]=[CH:21]1 |f:1.2|. Procedure: Synthesized as described in Example 23 using 4-(trifluoromethyl)-1H-indole-5-carbonitrile and 4-(chloromethyl)-1,3-thiazole hydrochloride: MS (ES) m/z 308 (M+1). Reactants: CCOCC.C1CCOC1 (ether THF), FC(C(C=C(C)C)=O)(F)F (1,1,1-trifluoro-4-methylpent-3-en-2-one), FC1=CC=C(C=C1)[Mg]Br (4-fluorophenylmagnesium bromide). The reagents and catalysts are [Cu]I (CuI). The solvent is CCOCC (ether). Reaction conditions: time 2 hour. The product is FC(C(CC(C)(C)C1=CC=C(C=C1)F)=O)(F)F (1,1,1-trifluoro-4-(4-fluorophenyl)-4-methylpentan-2-one). RXN SMILES: CCOCC.C1COCC1.[F:11][C:12]([F:20])([F:19])[C:13](=[O:18])[CH:14]=[C:15]([CH3:17])[CH3:16].[F:21][C:22]1[CH:27]=[CH:26][C:25]([Mg]Br)=[CH:24][CH:23]=1>[Cu]I.CCOCC>[F:11][C:12]([F:20])([F:19])[C:13](=[O:18])[CH2:14][C:15]([C:25]1[CH:26]=[CH:27][C:22]([F:21])=[CH:23][CH:24]=1)([CH3:17])[CH3:16] |f:0.1|. Reported procedure: To a 2 M ether/THF solution of the above 1,1,1-trifluoro-4-methylpent-3-en-2-one was added 3.8 g of CuI and 10 mL of 2 M ether solution of 4-fluorophenylmagnesium bromide at 0° C. The mixture was warmed to room temperature and stirred for 2 hours. The reaction was quenched with saturated aqueous ammonium chloride and extracted with EtOAc three times. The combined organic layers were washed with water and brine, dried over magnesium sulfate, filtered and concentrated in vacuo. The residue was pur...